From a dataset of the Open Reaction Database (ORD), a public repository of structured organic reaction records. describe an organic reaction: reactants, conditions, products, and yield Reaction SMILES: [N+:1]([C:4]1[C:5]([S:13][CH3:14])=[N:6][C:7]([CH3:12])=[CH:8][C:9]=1[S:10][CH3:11])([O-])=O.O1CCOCC1.[H][H]>[Ni].CO>[NH2:1][C:4]1[C:5]([S:13][CH3:14])=[N:6][C:7]([CH3:12])=[CH:8][C:9]=1[S:10][CH3:11]. Product: NC=1C(=NC(=CC1SC)C)SC (3-Amino-2,4-bis(methylthio)-6-methylpyridine). Reagents/catalysts: [Ni] (Raney nickel). The reactants are O1CCOCC1 (1,4-dioxane), [H][H] (hydrogen), [N+](=O)([O-])C=1C(=NC(=CC1SC)C)SC (3-nitro-2,4-bis(methylthio)-6-methylpyridine). Procedure details: A mixture of 18.9 g (0.082 mol) 3-nitro-2,4-bis(methylthio)-6-methylpyridine and 18.9 g Raney nickel in 600 ml. 1,4-dioxane and 300 ml methanol was shaken with hydrogen (15 psi) in a Parr hydrogenation apparatus for 3.5 hours. The catalyst was filtered and the filtrate was concentrated to dryness in vacuo. The solid residue was chromatographed on silica gel (650 g), eluting with 9:1 hexane/ethyl acetate to yield 14.0 g. (85% yield) of the title compound as an off white solid. Isolated yield 85.0%. Solvent: CO (methanol). Conditions: time 17 hour. Run in O1CCCC1 (tetrahydrofuran). Procedure: Sodium hydride (60% dispersion in mineral oil, 41 mg, 1.04 mmol) was added to a stirred solution of 1-(4-chloro-2-methyl-1H-imidazo[4,5-c]quinolin-1-yl)-2-methylpropan-2-ol (prepared as described in U.S. Pat. No. 5,266,575 Comparative Example C1, 3.00 g, 10.4 mmol) and methyl vinyl sulfone (2.20 g, 20.7 mmol) in tetrahydrofuran (41 mL). The reaction mixture was stirred at room temperature for 17 hours. Water (100 mL) was added and the mixture was extracted with ethyl acetate (3×50 mL). The organ... Yields the product ClC1=NC=2C=CC=CC2C2=C1N=C(N2CC(C)(OCCS(=O)(=O)C)C)C (4-chloro-2-methyl-1-{2-methyl-2-[2-(methylsulfonyl)ethoxy]propyl}-1H-imidazo[4,5-c]quinoline). Starting materials: O (Water), [H-].[Na+] (Sodium hydride), ClC1=NC=2C=CC=CC2C2=C1N=C(N2CC(C)(O)C)C (1-(4-chloro-2-methyl-1H-imidazo[4,5-c]quinolin-1-yl)-2-methylpropan-2-ol), C(=C)S(=O)(=O)C (methyl vinyl sulfone). RXN SMILES: [H-].[Na+].[Cl:3][C:4]1[C:13]2[N:14]=[C:15]([CH3:22])[N:16]([CH2:17][C:18]([CH3:21])([OH:20])[CH3:19])[C:12]=2[C:11]2[CH:10]=[CH:9][CH:8]=[CH:7][C:6]=2[N:5]=1.[CH:23]([S:25]([CH3:28])(=[O:27])=[O:26])=[CH2:24].O>O1CCCC1>[Cl:3][C:4]1[C:13]2[N:14]=[C:15]([CH3:22])[N:16]([CH2:17][C:18]([CH3:19])([O:20][CH2:24][CH2:23][S:25]([CH3:28])(=[O:27])=[O:26])[CH3:21])[C:12]=2[C:11]2[CH:10]=[CH:9][CH:8]=[CH:7][C:6]=2[N:5]=1 |f:0.1|. Starting materials: O (water), C12NC(C(C=C1)C2)=O ((±)-2-azabicyclo[2.2.1]hept-5-en-3-one), C1(=CC=CC=C1)CC(=O)Cl (phenylacetyl chloride), N1=CC=CC=C1 (pyridine). Run in C(C)#N (acetonitrile). Reaction conditions: time 3.5 hour. Yields the product C1(=CC=CC=C1)CC(=O)C12NC(C(C=C1)C2)=O ((±)-2-phenylacetyl-2-azabicyclo[2.2.1]-hept-5-en-3-one). Yield: 112.6%. As a reaction SMILES: [CH:1]12[CH2:7][CH:4]([CH:5]=[CH:6]1)[C:3](=[O:8])[NH:2]2.N1C=CC=CC=1.[C:15]1([CH2:21][C:22](Cl)=[O:23])[CH:20]=[CH:19][CH:18]=[CH:17][CH:16]=1.O>C(#N)C>[C:15]1([CH2:21][C:22]([C:1]23[CH2:7][CH:4]([CH:5]=[CH:6]2)[C:3](=[O:8])[NH:2]3)=[O:23])[CH:20]=[CH:19][CH:18]=[CH:17][CH:16]=1. Procedure: 33.4 g of (±)-2-azabicyclo[2.2.1]hept-5-en-3-one were dissolved in acetonitrile (240 ml) and pyridine (48.3 ml) under nitrogen. At 12° C., 68.6 g of phenylacetyl chloride were added dropwise over the course of 30 minutes. The mixture was then stirred at room temperature for 3.5 hours. 240 ml of water were added to the mixture. The acetonitrile was evaporated off in vacuo, and the aqueous phase was extracted 3 times with ethyl acetate (150 ml). The combined org. phases were washed with 1N HCl (15... Yields the product CC(C)CCn1cc(C(=O)O)c2ccc(Cl)cc21. The reactants are CC(C)CCn1cc(C(=O)C(F)(F)F)c2ccc(Cl)cc21, [Na+], [OH-], O. As a reaction SMILES: [Cl:1][c:2]1[cH:3][cH:4][c:5]2[c:6]([C:16]([C:17]([F:18])([F:19])[F:20])=[O:21])[cH:7][n:8]([CH2:11][CH2:12][CH:13]([CH3:14])[CH3:15])[c:9]2[cH:10]1.[Na+:23].[OH-:22].[OH2:24]>>[Cl:1][c:2]1[cH:3][cH:4][c:5]2[c:6]([C:16]([OH:21])=[O:22])[cH:7][n:8]([CH2:11][CH2:12][CH:13]([CH3:14])[CH3:15])[c:9]2[cH:10]1. Reactants: O=C([O-])[O-], CN1CCNCC1, CC#N, COc1cc2c(-c3cc4cc(F)cnc4n3S(=O)(=O)c3ccc(C)cc3)cn(CCI)c2cc1OC, [K+], [K+]. Product: COc1cc2c(-c3cc4cc(F)cnc4n3S(=O)(=O)c3ccc(C)cc3)cn(CCN3CCN(C)CC3)c2cc1OC. Reaction SMILES: [C:37](=[O:38])([O-:39])[O-:40].[CH3:43][N:44]1[CH2:45][CH2:46][NH:47][CH2:48][CH2:49]1.[CH3:50][C:51]#[N:52].[F:1][c:2]1[cH:3][c:4]2[c:5]([n:6][cH:7]1)[n:8]([S:27](=[O:28])(=[O:29])[c:30]1[cH:31][cH:32][c:33]([CH3:36])[cH:34][cH:35]1)[c:9](-[c:11]1[cH:12][n:13]([CH2:24][CH2:25][I:26])[c:14]3[cH:15][c:16]([O:22][CH3:23])[c:17]([O:20][CH3:21])[cH:18][c:19]13)[cH:10]2.[K+:41].[K+:42]>>[F:1][c:2]1[cH:3][c:4]2[c:5]([n:6][cH:7]1)[n:8]([S:27](=[O:28])(=[O:29])[c:30]1[cH:31][cH:32][c:33]([CH3:36])[cH:34][cH:35]1)[c:9](-[c:11]1[cH:12][n:13]([CH2:24][CH2:25][N:47]3[CH2:46][CH2:45][N:44]([CH3:43])[CH2:49][CH2:48]3)[c:14]3[cH:15][c:16]([O:22][CH3:23])[c:17]([O:20][CH3:21])[cH:18][c:19]13)[cH:10]2.